From a dataset of the Open Reaction Database (ORD), a public repository of structured organic reaction records. describe an organic reaction: reactants, conditions, products, and yield The reactants are CC=1N=[N+](C(=CC1[N+](=O)[O-])C)[O-] (3,6-dimethyl-4-nitropyridazine-N-oxide), O (water), Cl (HCl). The reagents and catalysts are Cl (HCl), [Fe] (Fe), [Fe] (Fe), Cl (HCl), [Fe] (Fe), Cl (HCl), [Fe] (Fe). Run in C(C)O (ethanol). Reaction conditions: time 20 hour. Product: NC1=C(N=[N+](C(=C1)C)[O-])C (4-amino-3,6-dimethylpyridazine-N-oxide). As a reaction SMILES: [CH3:1][C:2]1[N:3]=[N+:4]([O-:12])[C:5]([CH3:11])=[CH:6][C:7]=1[N+:8]([O-])=O.O.Cl>Cl.[Fe].C(O)C>[NH2:8][C:7]1[CH:6]=[C:5]([CH3:11])[N+:4]([O-:12])=[N:3][C:2]=1[CH3:1]. Procedure: 3,6-dimethyl-4-nitropyridazine-N-oxide (1.0 g), 0.5 mL water, 5 mL ethanol, 0.025 mL conc HCl and 1.0 g Fe powder were stirred together and heated under reflux. After 30 minutes an additional 1.0 g of Fe and 2 drops conc HCl was added to the mixture. After 2 hours an additional 1 g Fe and 2 drops of conc HCl were added and heating continued for another 5 hours, whereupon 5 mL EtoH, 1 g Fe and 2 drops conc HCl were added. Reflux was continued for 20 hours. The reaction was cooled filtered through...